This data is from the Open Reaction Database (ORD), a public repository of structured organic reaction records. The task is: describe an organic reaction: reactants, conditions, products, and yield The reactants are C(CCC)[Li] (butyl lithium), ICCCCCI (1,5-diiodopentane), CCCCCC (hexane), ClC1=NC=CC=C1CS(=O)(=O)C1=CC=C(C=C1)Cl (2-Chloro-3-(4-chlorophenylsulfonylmethyl)pyridine). Solvent: O (Water), C(OC)COC (dimethoxyethane). Reaction conditions: temperature -78 celsius, time 20 minute. The product is ClC1=NC=CC=C1C1(CCCCC1)S(=O)(=O)C1=CC=C(C=C1)Cl (2-Chloro-3-[1-(4-chlorophenylsulfonyl) cyclohexyl]pyridine). Isolated yield 38.0%. RXN SMILES: C([Li])CCC.[CH3:6][CH2:7][CH2:8][CH2:9][CH2:10]C.[Cl:12][C:13]1[C:18]([CH2:19][S:20]([C:23]2[CH:28]=[CH:27][C:26]([Cl:29])=[CH:25][CH:24]=2)(=[O:22])=[O:21])=[CH:17][CH:16]=[CH:15][N:14]=1.ICCCCCI>O.C(COC)OC>[Cl:12][C:13]1[C:18]([C:19]2([S:20]([C:23]3[CH:28]=[CH:27][C:26]([Cl:29])=[CH:25][CH:24]=3)(=[O:22])=[O:21])[CH2:10][CH2:9][CH2:8][CH2:7][CH2:6]2)=[CH:17][CH:16]=[CH:15][N:14]=1. Reported procedure: At −78° C., butyl lithium (a 1.57M hexane solution; 0.66 ml, 1.03 mmol) was added dropwise to a dimethoxyethane (5 ml) solution of the 2-chloro-3-(4-chlorophenylsulfonylmethyl)pyridine (156 mg, 0.516 mmol) obtained in Example 98. At −78° C., the resulting mixture was stirred for 20 minutes, followed by the addition of 1,5-diiodopentane (0.092 ml, 0.619 mmol). The temperature of the reaction mixture was gradually elevated to room temperature, at which stirring was performed for 15 hours. Water wa... Reactants: O=C(Cl)C(=O)Cl, ClCCl, CN(C)C=O, O=C(O)c1ccccc1I. Product: O=C(Cl)c1ccccc1I. As a reaction SMILES: [Cl:11][C:12]([C:13]([Cl:14])=[O:15])=[O:16].[Cl:17][CH2:18][Cl:19].[O:20]=[CH:21][N:22]([CH3:23])[CH3:24].[OH:1][C:2](=[O:3])[c:4]1[cH:5][cH:6][cH:7][cH:8][c:9]1[I:10]>>[O:1]=[C:2]([c:4]1[cH:5][cH:6][cH:7][cH:8][c:9]1[I:10])[Cl:11]. The reactants are C(C)(=O)C1=C(O)C=CC=C1O (2-acetyl resorcinol), CC(CCCC(=O)OC)=C (methyl 5-methyl-hex-5-enoate), C1(=CC=C(C=C1)S(=O)(=O)O)C (p-toluene sulphonic acid). Conditions: temperature 100 celsius. Yields the product C(C)(=O)C=1C(=C(C=CC1O)C(CCCC(=O)OC)(C)C)O (methyl 5-(3'-acetyl-2,4-dihydroxyphenyl)-5-methyl-hexanoate). RXN SMILES: [C:1]([C:4]1[C:10]([OH:11])=[CH:9][CH:8]=[CH:7][C:5]=1[OH:6])(=[O:3])[CH3:2].[CH3:12][C:13](=[CH2:21])[CH2:14][CH2:15][CH2:16][C:17]([O:19][CH3:20])=[O:18].C1(C)C=CC(S(O)(=O)=O)=CC=1>>[C:1]([C:4]1[C:5]([OH:6])=[C:7]([C:13]([CH3:21])([CH3:12])[CH2:14][CH2:15][CH2:16][C:17]([O:19][CH3:20])=[O:18])[CH:8]=[CH:9][C:10]=1[OH:11])(=[O:3])[CH3:2]. Procedure: 1.5 Parts of 2-acetyl resorcinol, 1.4 parts of methyl 5-methyl-hex-5-enoate, and 0.1 parts of p-toluene sulphonic acid are sealed into a glass Carius tube and maintained at 100° C. for 48 hours. The reaction mixture is then washed free of the acid catalyst and chromatographed through silica to yield methyl 5-(3'-acetyl-2,4-dihydroxyphenyl)-5-methyl-hexanoate with m.p. 94°-7° after crystallisation from 40°-60° C. petroleum-ether.